Dataset: the Open Reaction Database (ORD), a public repository of structured organic reaction records. Task: describe an organic reaction: reactants, conditions, products, and yield Reactants: CC1(OCC2=C(O1)C=CC(=C2)[C@@H]2CN(C(O2)=O)CCCCCCOCCOCC2=CC(=CC=C2)[N+](=O)[O-])C ((5R)-5-(2,2-dimethyl-4H-1,3-benzodioxin-6-yl)-3-(6-{2-[(3-nitrobenzyl)oxy]ethoxy}hexyl)-1,3-oxazolidin-2-one). Reagents/catalysts: [Pt]=O (platinum oxide). The solvent is CCO (EtOH), CCOC(=O)C (EtOAc). The product is NC=1C=C(COCCOCCCCCCN2C(O[C@@H](C2)C2=CC3=C(OC(OC3)(C)C)C=C2)=O)C=CC1 ((5R)-3-(6-{2-[(3-Aminobenzyl)oxy]ethoxy}hexyl)-5-(2,2-dimethyl-4H-1,3-benzodioxin-6-yl)-1,3-oxazolidin-2-one). The yield is 60.4%. Reaction SMILES: [CH3:1][C:2]1([CH3:38])[O:7][C:6]2[CH:8]=[CH:9][C:10]([C@H:12]3[O:16][C:15](=[O:17])[N:14]([CH2:18][CH2:19][CH2:20][CH2:21][CH2:22][CH2:23][O:24][CH2:25][CH2:26][O:27][CH2:28][C:29]4[CH:34]=[CH:33][CH:32]=[C:31]([N+:35]([O-])=O)[CH:30]=4)[CH2:13]3)=[CH:11][C:5]=2[CH2:4][O:3]1>CCO.CCOC(C)=O.[Pt]=O>[NH2:35][C:31]1[CH:30]=[C:29]([CH:34]=[CH:33][CH:32]=1)[CH2:28][O:27][CH2:26][CH2:25][O:24][CH2:23][CH2:22][CH2:21][CH2:20][CH2:19][CH2:18][N:14]1[CH2:13][C@@H:12]([C:10]2[CH:9]=[CH:8][C:6]3[O:7][C:2]([CH3:38])([CH3:1])[O:3][CH2:4][C:5]=3[CH:11]=2)[O:16][C:15]1=[O:17]. Reported procedure: A solution of (5R)-5-(2,2-dimethyl-4H-1,3-benzodioxin-6-yl)-3-(6-{2-[(3-nitrobenzyl)oxy]ethoxy}hexyl)-1,3-oxazolidin-2-one (0.10 g) in EtOH (3 ml) and EtOAc (3 ml) was hydrogenated for 19.5 h over platinum oxide (0.020 g). The mixture was filtered through celite, and the solvent evaporated in vacuo to give a residue which was purified by flash chromatography on silica. Elution with EtOAc-cyclohexane (8:2) followed by solvent evaporation in vacuo gave the title compound (0.057 g). LCMS RT=3.43 mi... Reactants: CI (methyl iodide), C(C=C)OC=1C(=NSN1)C=1C=NC=CC1 (3-(4-(2-propenyloxy)-1,2,5-thiadiazol-3-yl) pyridine). The solvent is CC(=O)C (acetone). Run at time 18 hour. Product: [I-].C(C=C)OC=1C(=NSN1)C=1C=[N+](C=CC1)C (3-(4-(2-propenyloxy)-1,2,5-thiadiazol-3-yl)-1-methylpyridinium iodide). RXN SMILES: [CH3:1][I:2].[CH2:3]([O:6][C:7]1[C:8]([C:12]2[CH:13]=[N:14][CH:15]=[CH:16][CH:17]=2)=[N:9][S:10][N:11]=1)[CH:4]=[CH2:5]>CC(C)=O>[I-:2].[CH2:3]([O:6][C:7]1[C:8]([C:12]2[CH:13]=[N+:14]([CH3:1])[CH:15]=[CH:16][CH:17]=2)=[N:9][S:10][N:11]=1)[CH:4]=[CH2:5] |f:3.4|. Reported procedure: A mixture of methyl iodide (0.4 ml, 6 mmol) and 3-(4-(2-propenyloxy)-1,2,5-thiadiazol-3-yl) pyridine (3 mmol) in acetone (5 ml) was stirred at room temperature for 18 h. The title compound precipitiated from the solution and was collected by filtration to give 0.96 g (88%). Starting materials: O (water), 76.5, Cl.NO (hydroxylamine hydrochloride), C(C)(=O)[O-].[Na+] (sodium acetate), O (water), COCC(C=O)(C)C (methoxypivalaldehyde). Run in C(C)O (ethanol). Run at temperature 40 celsius, time 24 hour. Yields the product 90.4, COCC(C=NO)(C)C (methoxypivalaldoxime). The yield is 69.0%. As a reaction SMILES: [CH3:1][O:2][CH2:3][C:4]([CH3:8])([CH3:7])[CH:5]=O.Cl.[NH2:10][OH:11].C([O-])(=O)C.[Na+].O>C(O)C>[CH3:1][O:2][CH2:3][C:4]([CH3:8])([CH3:7])[CH:5]=[N:10][OH:11] |f:1.2,3.4|. Procedure details: 116 parts of methoxypivalaldehyde were dissolved in 600 parts of ethanol, and a solution of 76.5 parts of hydroxylamine hydrochloride and 86 parts of sodium acetate in 500 parts of water was added dropwise to the above, vigorously stirred solution, the temperature increasing temporarily to 40° C. Stirring was continued for 24 hours at room temperature, after which the mixture was poured into 4,000 parts of water and then saturated with sodium chloride and extracted with eight times 400 parts of ...